Dataset: the Open Reaction Database (ORD), a public repository of structured organic reaction records. Task: describe an organic reaction: reactants, conditions, products, and yield Reactants: CCOC(C)=O, O=[N+]([O-])c1cnn(-c2ccccc2)c1, [Na+], [OH-]. Yields the product Nc1cnn(-c2ccccc2)c1. As a reaction SMILES: [CH3:17][CH2:18][O:19][C:20]([CH3:21])=[O:22].[N+:1]([O-:2])(=[O:3])[c:4]1[cH:5][n:6][n:7](-[c:9]2[cH:10][cH:11][cH:12][cH:13][cH:14]2)[cH:8]1.[Na+:16].[OH-:15]>>[NH2:1][c:4]1[cH:5][n:6][n:7](-[c:9]2[cH:10][cH:11][cH:12][cH:13][cH:14]2)[cH:8]1. Reactants: C(C1=CC=CC=C1)N1C(C2C(N(C(C2C1=O)C1=CC=C(C=C1)Br)C)C)=O ((3aRS,4SR,6RS,6aSR)-2-benzyl-4-(4-bromo-phenyl)-5,6-dimethyl-tetrahydro-pyrrolo[3,4-c]pyrrole-1,3-dione), [Cu]C#N (copper(I) cyanide). The solvent is CN(C)C=O (DMF), CN(C)C=O (DMF). The product is C(C1=CC=CC=C1)N1C(C2C(C1=O)C(N(C2C2=CC=C(C#N)C=C2)C)C)=O ((1RS,3SR,3aRS,6aSR)-4-(5-benzyl-2,3-dimethyl-4,6-dioxo-octahydro-pyrrolo[3,4-c]pyrrol-1-yl)-benzonitrile). Yield: 84.9%. Reaction SMILES: [CH2:1]([N:8]1[C:15](=[O:16])[CH:14]2[CH:10]([CH:11]([CH3:25])[N:12]([CH3:24])[CH:13]2[C:17]2[CH:22]=[CH:21][C:20](Br)=[CH:19][CH:18]=2)[C:9]1=[O:26])[C:2]1[CH:7]=[CH:6][CH:5]=[CH:4][CH:3]=1.[Cu][C:28]#[N:29]>CN(C=O)C>[CH2:1]([N:8]1[C:9](=[O:26])[CH:10]2[CH:11]([CH3:25])[N:12]([CH3:24])[CH:13]([C:17]3[CH:22]=[CH:21][C:20]([C:28]#[N:29])=[CH:19][CH:18]=3)[CH:14]2[C:15]1=[O:16])[C:2]1[CH:7]=[CH:6][CH:5]=[CH:4][CH:3]=1. Reported procedure: 400 mg (0.96 mmol) of (3aRS,4SR,6RS,6aSR)-2-benzyl-4-(4-bromo-phenyl)-5,6-dimethyl-tetrahydro-pyrrolo[3,4-c]pyrrole-1,3-dione and 360 mg (4.02 mmol) of copper(I) cyanide were suspended in 25 ml of DMF and heated under reflux and under argon for 18 hours. After cooling about 15 ml of DMF were removed, then 30 ml of dichloromethane and 20 ml of concentrated aqueous ammonia solution were added. The mixture was stirred vigorously for a few hours. The blue aqueous phase was separated and the organic ... The reactants are [BH4-], CCCC[N+](CCCC)(CCCC)CCCC, ClCCl, CC1C(=O)C2C(NC(=O)COc3ccccc3)C(=O)N2C1C(=O)OC(c1ccccc1)c1ccccc1. The product is CC1C(O)C2C(NC(=O)COc3ccccc3)C(=O)N2C1C(=O)OC(c1ccccc1)c1ccccc1. Reaction SMILES: [BH4-:38].[CH2:39]([N+:40]([CH2:41][CH2:42][CH2:43][CH3:44])([CH2:45][CH2:46][CH2:47][CH3:48])[CH2:49][CH2:50][CH2:51][CH3:52])[CH2:53][CH2:54][CH3:55].[CH2:56]([Cl:57])[Cl:58].[CH3:1][CH:2]1[C:3](=[O:37])[CH:4]2[N:5]([CH:6]1[C:7](=[O:8])[O:9][CH:10]([c:11]1[cH:12][cH:13][cH:14][cH:15][cH:16]1)[c:17]1[cH:18][cH:19][cH:20][cH:21][cH:22]1)[C:23](=[O:36])[CH:24]2[NH:25][C:26]([CH2:27][O:28][c:29]1[cH:30][cH:31][cH:32][cH:33][cH:34]1)=[O:35]>>[CH3:1][CH:2]1[CH:3]([OH:37])[CH:4]2[N:5]([CH:6]1[C:7](=[O:8])[O:9][CH:10]([c:11]1[cH:12][cH:13][cH:14][cH:15][cH:16]1)[c:17]1[cH:18][cH:19][cH:20][cH:21][cH:22]1)[C:23](=[O:36])[CH:24]2[NH:25][C:26]([CH2:27][O:28][c:29]1[cH:30][cH:31][cH:32][cH:33][cH:34]1)=[O:35].